This data is from the Open Reaction Database (ORD), a public repository of structured organic reaction records. The task is: describe an organic reaction: reactants, conditions, products, and yield Reactants: C(C1=CC=CC=C1)(=O)NCCO (2-benzoylaminoethanol), [N+](=O)([O-])C1=C(C=CC=C1)F (nitrofluorobenzene), [OH-].[Na+] (sodium hydroxide), [N+](=O)([O-])C1=CC=C(C=C1)F (4-nitrofluorobenzene). Reagents/catalysts: [Br-].C(CCC)[N+](CCCC)(CCCC)CCCC (tetrabutylammonium bromide). Run in ClC1=CC=CC=C1 (chlorobenzene), O (water), O (Water), ClC1=CC=CC=C1 (chlorobenzene). Yields the product [N+](=O)([O-])C1=CC=C(OCCNC(C2=CC=CC=C2)=O)C=C1 (N-[2-(4-nitrophenoxy)-ethyl]-benzamide). RXN SMILES: [C:1]([NH:9][CH2:10][CH2:11][OH:12])(=[O:8])[C:2]1[CH:7]=[CH:6][CH:5]=[CH:4][CH:3]=1.[OH-].[Na+].[N+:15]([C:18]1[CH:23]=[CH:22][C:21](F)=[CH:20][CH:19]=1)([O-:17])=[O:16].[N+](C1C=CC=CC=1F)([O-])=O>ClC1C=CC=CC=1.[Br-].C([N+](CCCC)(CCCC)CCCC)CCC.O>[N+:15]([C:18]1[CH:23]=[CH:22][C:21]([O:12][CH2:11][CH2:10][NH:9][C:1](=[O:8])[C:2]2[CH:7]=[CH:6][CH:5]=[CH:4][CH:3]=2)=[CH:20][CH:19]=1)([O-:17])=[O:16] |f:1.2,6.7|. Procedure: 20.0 g of 2-benzoylaminoethanol are suspended in 60 ml of chlorobenzene. To the suspension are added 9.7 g of 50% strength sodium hydroxide solution and stirred in for some time until a homogeneous syrup has formed. 1.5 g of tetrabutylammonium bromide are then added, followed dropwise in the course of 15 minutes by 14.3 g of 4-nitrofluorobenzene, and the temperature rises to about 28°-30° C. The yellowish suspension is stirred at 30° for 3 hours and at 45° for a further 5 hours until the convers... Starting materials: [Li]CCCC, CN(C)CCN(C)C, CSSC, O=Cc1ccccc1, O=C1Cc2ccccc2N1, C1CCOC1, O, O=C1Nc2ccccc2C1Cc1ccccc1. Yields the product CSC1(Cc2ccccc2)C(=O)Nc2ccccc21. Reaction SMILES: [CH2:44]([Li:45])[CH2:46][CH2:47][CH3:48].[CH3:36][N:37]([CH3:38])[CH2:39][CH2:40][N:41]([CH3:42])[CH3:43].[CH3:49][S:50][S:51][CH3:52].[CH:28]([c:29]1[cH:30][cH:31][cH:32][cH:33][cH:34]1)=[O:35].[O:18]=[C:19]1[NH:20][c:21]2[c:22]([cH:23][cH:24][cH:25][cH:26]2)[CH2:27]1.[O:53]1[CH2:54][CH2:55][CH2:56][CH2:57]1.[OH2:58].[c:1]1([CH2:7][CH:8]2[C:9](=[O:17])[NH:10][c:11]3[cH:12][cH:13][cH:14][cH:15][c:16]32)[cH:2][cH:3][cH:4][cH:5][cH:6]1>>[c:1]1([CH2:7][C:8]2([S:50][CH3:49])[C:9](=[O:17])[NH:10][c:11]3[cH:12][cH:13][cH:14][cH:15][c:16]32)[cH:2][cH:3][cH:4][cH:5][cH:6]1. Yield: 84.5%. Solvent: CO.O (MeOH water). Run at time 1 hour. The reagents and catalysts are [Pd] (palladium on carbon). Reported procedure: A mixture of 5% palladium on carbon (300 mg) and phenylmethyl [2,3-dihydro-5-methyl-1-[2-(methylphenylamino)-2-oxoethyl]-2-oxo-1H-1,4-benzodiazepin-3-yl]carbamate (500 mg) in MeOH-water 4:1(40 ml) at 40° under nitrogen was treated with ammonium formate (201 mg) and the mixture stirred at 40° for 1 h. The mixture was cooled to 23° and was filtered through hyflo. The filtrate was evaporated in vacuo and the residue partitioned between 2 N sodium carbonate solution and chloroform. The organic phase... Yields the product NC1C(N(C2=C(C(=N1)C)C=CC=C2)CC(=O)N(C2=CC=CC=C2)C)=O (3-Amino-2,3-dihydro-N.5-dimethyl-2-oxo-N-phenyl-1H-1,4-benzo diazepine-1-acetamide). RXN SMILES: [CH3:1][C:2]1[C:8]2[CH:9]=[CH:10][CH:11]=[CH:12][C:7]=2[N:6]([CH2:13][C:14]([N:16]([CH3:23])[C:17]2[CH:22]=[CH:21][CH:20]=[CH:19][CH:18]=2)=[O:15])[C:5](=[O:24])[CH:4]([NH:25]C(=O)OCC2C=CC=CC=2)[N:3]=1.C([O-])=O.[NH4+]>[Pd].CO.O>[NH2:25][CH:4]1[N:3]=[C:2]([CH3:1])[C:8]2[CH:9]=[CH:10][CH:11]=[CH:12][C:7]=2[N:6]([CH2:13][C:14]([N:16]([CH3:23])[C:17]2[CH:18]=[CH:19][CH:20]=[CH:21][CH:22]=2)=[O:15])[C:5]1=[O:24] |f:1.2,4.5|. Starting materials: CC1=NC(C(N(C2=C1C=CC=C2)CC(=O)N(C2=CC=CC=C2)C)=O)NC(OCC2=CC=CC=C2)=O (phenylmethyl [2,3-dihydro-5-methyl-1-[2-(methylphenylamino)-2-oxoethyl]-2-oxo-1H-1,4-benzodiazepin-3-yl]carbamate), C(=O)[O-].[NH4+] (ammonium formate). Reactants: FC(C=1C=C(C=CC1)N(N)CC(=O)OC)(F)F (Methyl [1-[3-(trifluoromethyl)phenyl]hydrazino]acetate), CN=C=O (methyl isocyanate), C[O-].[Na+] (sodium methoxide). Solvent: CO (methanol). Product: CN1C(NN(CC1=O)C1=CC(=CC=C1)C(F)(F)F)=O (Dihydro-4-methyl-1-[3-(trifluoromethyl)phenyl]-1,2,4-triazine-3,5-(2H,4H)-dione). Reaction SMILES: [F:1][C:2]([F:17])([F:16])[C:3]1[CH:4]=[C:5]([N:9]([CH2:11][C:12](OC)=[O:13])[NH2:10])[CH:6]=[CH:7][CH:8]=1.[CH3:18][N:19]=[C:20]=[O:21].C[O-].[Na+]>CO>[CH3:18][N:19]1[C:12](=[O:13])[CH2:11][N:9]([C:5]2[CH:6]=[CH:7][CH:8]=[C:3]([C:2]([F:1])([F:16])[F:17])[CH:4]=2)[NH:10][C:20]1=[O:21] |f:2.3|. Reported procedure: Methyl [1-[3-(trifluoromethyl)phenyl]hydrazino]acetate (5 g) was treated with methyl isocyanate (3.05 ml) and then with sodium methoxide in methanol (60 ml; from sodium (1.16 g)) according to the method of Example 1. The product was purified by FCC eluting with System A (19:1) to give a solid, which was crystallised from System B to give the title compound (1.3 g), m.p. 163°-165°. Reactants: CC(C)(C)OC(=O)N1CCC(CN2CC(C)(C)c3ccc(N4C(=O)N(Cc5ccnc6ccccc56)C(C)(C)C4=O)cc32)CC1, CO, Cl. Product: CC1(C)CN(CC2CCNCC2)c2cc(N3C(=O)N(Cc4ccnc5ccccc45)C(C)(C)C3=O)ccc21. RXN SMILES: [C:1]([O:2][C:3](=[O:4])[N:8]1[CH2:9][CH2:10][CH:11]([CH2:14][N:15]2[CH2:16][C:17]([CH3:44])([CH3:45])[c:18]3[cH:19][cH:20][c:21]([N:24]4[C:25](=[O:43])[N:26]([CH2:32][c:33]5[cH:34][cH:35][n:36][c:37]6[cH:38][cH:39][cH:40][cH:41][c:42]56)[C:27]([CH3:30])([CH3:31])[C:28]4=[O:29])[cH:22][c:23]32)[CH2:12][CH2:13]1)([CH3:5])([CH3:6])[CH3:7].[CH3:47][OH:48].[ClH:46]>>[NH:8]1[CH2:9][CH2:10][CH:11]([CH2:14][N:15]2[CH2:16][C:17]([CH3:44])([CH3:45])[c:18]3[cH:19][cH:20][c:21]([N:24]4[C:25](=[O:43])[N:26]([CH2:32][c:33]5[cH:34][cH:35][n:36][c:37]6[cH:38][cH:39][cH:40][cH:41][c:42]56)[C:27]([CH3:30])([CH3:31])[C:28]4=[O:29])[cH:22][c:23]32)[CH2:12][CH2:13]1. Starting materials: C(C)(C)(C)OC(=O)N1CCC(CC1)C(NCC(=O)C1=CC(=C(C=C1)F)C(F)(F)F)=O (4-(2-(4-fluoro-3-(trifluoromethyl)phenyl)-2-oxoethylcarbamoyl)piperidine-1-carboxylic acid tert-butyl ester), C(CCC)O (1-butanol), C(C)(=O)[O-].[NH4+] (ammonium acetate), TEA. Run at temperature 160 celsius, time 3 hour. Yields the product C(C)(C)(C)OC(=O)N1CCC(CC1)C=1NC=C(N1)C1=CC(=C(C=C1)F)C(F)(F)F (4-[4-(4-Fluoro-3-trifluoromethyl-phenyl)-1H-imidazol-2-yl]-piperidine-1-carboxylic acid tert-butyl ester). Isolated yield 64.9%. Reaction SMILES: [C:1]([O:5][C:6]([N:8]1[CH2:13][CH2:12][CH:11]([C:14](=O)[NH:15][CH2:16][C:17]([C:19]2[CH:24]=[CH:23][C:22]([F:25])=[C:21]([C:26]([F:29])([F:28])[F:27])[CH:20]=2)=O)[CH2:10][CH2:9]1)=[O:7])([CH3:4])([CH3:3])[CH3:2].C(O)CCC.C([O-])(=O)C.[NH4+:40]>>[C:1]([O:5][C:6]([N:8]1[CH2:13][CH2:12][CH:11]([C:14]2[NH:15][CH:16]=[C:17]([C:19]3[CH:24]=[CH:23][C:22]([F:25])=[C:21]([C:26]([F:29])([F:28])[F:27])[CH:20]=3)[N:40]=2)[CH2:10][CH2:9]1)=[O:7])([CH3:4])([CH3:3])[CH3:2] |f:2.3|. Procedure details: To a solution of 4-(2-(4-fluoro-3-(trifluoromethyl)phenyl)-2-oxoethylcarbamoyl)piperidine-1-carboxylic acid tert-butyl ester (29.4 g; 1.00 equiv; 67.99 mmol) in 1-butanol (150 mL; 1.64 mol), add ammonium acetate (15 equiv; 1.02 mol; 78.61 g) followed by TEA (1 equiv; 67.99 mmol; 9.48 mL). Stir the mixture at 160° C. in a sealed tube. After 3 h, cool to RT and partition between EA and water and wash the organic layer with water and brine. Concentrate in vacuo. Triturate the residue in MTBE, filte... Reactants: BrC=1C=C2C(=CNC2=CC1)CCN1C(C=2C(C1=O)=CC=CC2)=O (5-bromo-3-(2-phthalimidoethyl)-1H-indole), CC(C)(C=C)O (2-methylbut-3-en-2-ol). Run in C(Cl)Cl (CH2Cl2). Product: OC(C=CC=1C=C2C(=CNC2=CC1)CCN1C(C=2C(C1=O)=CC=CC2)=O)(C)C (5-(3-Hydroxy-3-methyl-1-but-1-enyl)-3-(2-phthalimidoethyl)-1H-indole). As a reaction SMILES: Br[C:2]1[CH:3]=[C:4]2[C:8](=[CH:9][CH:10]=1)[NH:7][CH:6]=[C:5]2[CH2:11][CH2:12][N:13]1[C:17](=[O:18])[C:16]2=[CH:19][CH:20]=[CH:21][CH:22]=[C:15]2[C:14]1=[O:23].[CH3:24][C:25]([OH:29])([CH:27]=[CH2:28])[CH3:26]>C(Cl)Cl>[OH:29][C:25]([CH3:26])([CH3:24])[CH:27]=[CH:28][C:2]1[CH:3]=[C:4]2[C:8](=[CH:9][CH:10]=1)[NH:7][CH:6]=[C:5]2[CH2:11][CH2:12][N:13]1[C:17](=[O:18])[C:16]2=[CH:19][CH:20]=[CH:21][CH:22]=[C:15]2[C:14]1=[O:23]. Reported procedure: Obtained by a procedure similar to that described in Example 1, using 5-bromo-3-(2-phthalimidoethyl)-1H-indole (which was prepared as described in U.S. Pat. No. 4,252,803) and 2-methylbut-3-en-2-ol, as a foam. Rf 0.10 (SS 8). Found: C,72.31; H,6.09; N,.7.16. C23H22N2O3 ; 0.15 CH2Cl2 requires C,71.82; H,5.81; N,7.23%. Reactants: OCC1CC(c2ccc(Br)cc2)=NO1, CCN(CC)P(OC(C)(C)C)OC(C)(C)C, O=C(OO)c1cccc(Cl)c1, ClCCl, [Na+], O=S([O-])O, c1nnn[nH]1. Product: CC(C)(C)OP(=O)(OCC1CC(c2ccc(Br)cc2)=NO1)OC(C)(C)C. Reaction SMILES: [Br:1][c:2]1[cH:3][cH:4][c:5]([C:8]2=[N:9][O:10][CH:11]([CH2:13][OH:14])[CH2:12]2)[cH:6][cH:7]1.[C:15]([CH3:16])([CH3:17])([CH3:18])[O:19][P:20]([O:21][C:22]([CH3:23])([CH3:24])[CH3:25])[N:26]([CH2:27][CH3:28])[CH2:29][CH3:30].[Cl:36][c:37]1[cH:38][cH:39][cH:40][c:41]([C:42]([O:43][OH:45])=[O:44])[cH:46]1.[Cl:52][CH2:53][Cl:54].[Na+:51].[S:47](=[O:48])([OH:49])[O-:50].[nH:31]1[cH:32][n:33][n:34][n:35]1>>[Br:1][c:2]1[cH:3][cH:4][c:5]([C:8]2=[N:9][O:10][CH:11]([CH2:13][O:14][P:20]([O:19][C:15]([CH3:16])([CH3:17])[CH3:18])([O:21][C:22]([CH3:23])([CH3:24])[CH3:25])=[O:44])[CH2:12]2)[cH:6][cH:7]1. As a reaction SMILES: [CH3:24][CH2:25][OH:26].[c:1]1([C:7](=[CH:8][CH:9]2[N:10]3[CH2:11][CH2:12][CH:13]([C:14]2=[O:15])[CH2:16][CH2:17]3)[c:18]2[cH:19][cH:20][cH:21][cH:22][cH:23]2)[cH:2][cH:3][cH:4][cH:5][cH:6]1>>[c:1]1([CH:7]([CH2:8][CH:9]2[N:10]3[CH2:11][CH2:12][CH:13]([C:14]2=[O:15])[CH2:16][CH2:17]3)[c:18]2[cH:19][cH:20][cH:21][cH:22][cH:23]2)[cH:2][cH:3][cH:4][cH:5][cH:6]1. The reactants are CCO, O=C1C2CCN(CC2)C1C=C(c1ccccc1)c1ccccc1. Product: O=C1C2CCN(CC2)C1CC(c1ccccc1)c1ccccc1. Starting materials: Cc1cc(Br)ccc1O, CN1CCCC1=O, CCOC(C)=O, Cl, N#C[Cu]C#N, O. Product: Cc1cc(C#N)ccc1O. RXN SMILES: [Br:1][c:2]1[cH:3][c:4]([CH3:9])[c:5]([OH:8])[cH:6][cH:7]1.[CH3:17][N:18]1[CH2:19][CH2:20][CH2:21][C:22]1=[O:23].[CH3:24][CH2:25][O:26][C:27](=[O:28])[CH3:29].[ClH:16].[Cu:10]([C:11]#[N:12])[C:13]#[N:14].[OH2:15]>>[c:2]1([C:11]#[N:12])[cH:3][c:4]([CH3:9])[c:5]([OH:8])[cH:6][cH:7]1.